The task is: describe an organic reaction: reactants, conditions, products, and yield. This data is from the Open Reaction Database (ORD), a public repository of structured organic reaction records. The reactants are ClC1=C(C=CC(=C1)Cl)S (2,4-dichlorothiophenol), 3-chloro-4-fluoro-benzadehyde, NCCCCCCO (6-amino-1-hexanol), BrC1=C(C=CC=C1)S (2-bromothiophenol), ClC1=C(C=O)C=CC=C1 (2-chlorobenzaldehyde), C(C)(=O)NC1CNCC1 (3-acetamidopyrrolidine). Product: BrC1=C(C=CC=C1)SC1=C(C=C(C=C1)\C=C\C(=O)N1CC(CC1)NC(C)=O)Cl ((2-Bromophenyl)[2-chloro-4-(E-((3-acetamidopyrrolidin-1-yl)carbonyl) ethenyl)phenyl]sulfide). As a reaction SMILES: [Cl:1][C:2]1[CH:7]=[C:6](Cl)[CH:5]=[CH:4][C:3]=1[SH:9].[Br:10][C:11]1[CH:16]=[CH:15][CH:14]=[CH:13][C:12]=1S.Cl[C:19]1C=CC=C[C:20]=1[CH:21]=[O:22].NCCCCCCO.[C:35]([NH:38][CH:39]1[CH2:43][CH2:42][NH:41][CH2:40]1)(=[O:37])[CH3:36]>>[Br:10][C:11]1[CH:16]=[CH:15][CH:14]=[CH:13][C:12]=1[S:9][C:3]1[CH:4]=[CH:5][C:6](/[CH:19]=[CH:20]/[C:21]([N:41]2[CH2:42][CH2:43][CH:39]([NH:38][C:35](=[O:37])[CH3:36])[CH2:40]2)=[O:22])=[CH:7][C:2]=1[Cl:1]. Procedure details: The title compound was prepared by the procedures described in Example 1 substituting 2,4-dichlorothiophenol with 2-bromothiophenol, 2-chlorobenzaldehyde with 3-chloro-4-fluoro-benzadehyde, and 6-amino-1-hexanol with 3-acetamidopyrrolidine. 1H NMR (DMSO-d6, 300 MHz) δ 8.14 (m, 1H), 8.07 (dd, J=9.8, 1.7 Hz, 1H), 7.80 (d, J=7.8 Hz, 1H), 7.64 (dd, J=8.1, 1.7 Hz, 1H), 7.25-7.47 (m, 4H), 7.10 (t, J=7.8 Hz, 1H), 7.03 (dd, J=8.1, 1.7 Hz, 1H), 3.45-4.34 (m, 6H), 2.02 (m, 2H), 1.81 (ap d, J=1.4 Hz, 1H). ... Starting materials: C(C)(=O)C1=CC=C(C=C1)S(=O)(=O)Cl (4-acetylbenzenesulfonyl chloride), C(C)(=O)C1=CC=C(C=C1)S(=O)(=O)[O-].[Na+] (sodium 4-acetylbenzenesulfonate), CN(CCN)C (N,N-dimethylethylenediamine). Run in O (water). Run at time 16 hour. The product is C(C)(=O)C1=CC=C(C=C1)S(=O)(=O)NCCN(C)C (4-Acetyl-N-(2-dimethylaminoethyl)benzenesulfonamide). RXN SMILES: [C:1]([C:4]1[CH:9]=[CH:8][C:7]([S:10](Cl)(=[O:12])=[O:11])=[CH:6][CH:5]=1)(=[O:3])[CH3:2].C(C1C=CC(S([O-])(=O)=O)=CC=1)(=O)C.[Na+].[CH3:28][N:29]([CH3:33])[CH2:30][CH2:31][NH2:32]>O>[C:1]([C:4]1[CH:9]=[CH:8][C:7]([S:10]([NH:32][CH2:31][CH2:30][N:29]([CH3:33])[CH3:28])(=[O:12])=[O:11])=[CH:6][CH:5]=1)(=[O:3])[CH3:2] |f:1.2|. Reported procedure: The damp 4-acetylbenzenesulfonyl chloride from 100 g. of sodium 4-acetylbenzenesulfonate is added to a solution of 83 g. of N,N-dimethylethylenediamine in 730 ml. of water. The mixture is stirred at room temperature for 16 hours, cooled, and the precipitate of 4-acetyl-N-(2-dimethylaminoethyl)benzenesulfonamide collected by filtration, washed with water and dried; m.p. 87°-89° C. after crystallization from 2-propanol/hexane.